Dataset: the Open Reaction Database (ORD), a public repository of structured organic reaction records. Task: describe an organic reaction: reactants, conditions, products, and yield Reactants: Cl (hydrochloric acid), ClC1=C(C=C(C(=C1)F)I)OC (2-chloro-4-fluoro-5-iodo-1-methoxybenzene), C(=O)[O-].[Na+] (sodium formate), dichlorobis(triphenylphosphine) palladium. Solvent: CN(C=O)C (N,N-dimethylformamide). Product: ClC1=CC(=C(C=O)C=C1OC)F (4-chloro-2-fluoro-5-methoxybenzaldehyde). Isolated yield 29.7%. RXN SMILES: [Cl:1][C:2]1[CH:7]=[C:6]([F:8])[C:5](I)=[CH:4][C:3]=1[O:10][CH3:11].[CH:12]([O-])=[O:13].[Na+].Cl>CN(C)C=O>[Cl:1][C:2]1[C:3]([O:10][CH3:11])=[CH:4][C:5]([CH:12]=[O:13])=[C:6]([F:8])[CH:7]=1 |f:1.2|. Reported procedure: A mixture of 36.3 g of 2-chloro-4-fluoro-5-iodo-1-methoxybenzene, 12.9 g of sodium formate, 1.78 g of dichlorobis(triphenylphosphine) palladium, and 113 ml of N,N-dimethylformamide was stirred, while bubbling carbon monoxide at 90° to 100° C. over 12 hours. After completion of the reaction, the reaction mixture was returned to room temperature, followed by dilution with diluted hydrochloric acid, and the mixture was extracted with ethyl acetate. The organic layer was washed with saturated sodium...